Dataset: the Open Reaction Database (ORD), a public repository of structured organic reaction records. Task: describe an organic reaction: reactants, conditions, products, and yield Starting materials: C1(CC1)C(=O)NC1=NN2C(C(=CC=C2)C2=CC=C(O[C@H]3CN(CC3)C(=O)OC(C)(C)C)C=C2)=C1 ((R)-tert-Butyl 3-(4-(2-(cyclopropanecarboxamido)pyrazolo[1,5-a]pyridin-4-yl)phenoxy)pyrrolidine-1-carboxylate), C(=O)(C(F)(F)F)O (TFA). The solvent is C(Cl)Cl (DCM). The product is N1C[C@@H](CC1)OC1=CC=C(C=C1)C=1C=2N(C=CC1)N=C(C2)NC(=O)C2CC2 ((R)—N-(4-(4-(pyrrolidin-3-yloxy)phenyl)pyrazolo[1,5-a]pyridin-2-yl)cyclopropanecarboxamide). Reaction SMILES: [CH:1]1([C:4]([NH:6][C:7]2[CH:34]=[C:10]3[C:11]([C:15]4[CH:33]=[CH:32][C:18]([O:19][C@@H:20]5[CH2:24][CH2:23][N:22](C(OC(C)(C)C)=O)[CH2:21]5)=[CH:17][CH:16]=4)=[CH:12][CH:13]=[CH:14][N:9]3[N:8]=2)=[O:5])[CH2:3][CH2:2]1.C(O)(C(F)(F)F)=O>C(Cl)Cl>[NH:22]1[CH2:23][CH2:24][C@@H:20]([O:19][C:18]2[CH:17]=[CH:16][C:15]([C:11]3[C:10]4[N:9]([N:8]=[C:7]([NH:6][C:4]([CH:1]5[CH2:2][CH2:3]5)=[O:5])[CH:34]=4)[CH:14]=[CH:13][CH:12]=3)=[CH:33][CH:32]=2)[CH2:21]1. Procedure: (R)-tert-Butyl 3-(4-(2-(cyclopropanecarboxamido)pyrazolo[1,5-a]pyridin-4-yl)phenoxy)pyrrolidine-1-carboxylate (0.44 g, 0.95 mmol) was stirred in DCM (10 mL) and TFA (1 mL) at room temperature for 3 h. The reaction mixture was concentrated in vacuo and loaded onto an SCX column in DCM. MeOH (100 mL) was passed through the column and the compound was eluted with (7 N NH3 in MeOH in MeOH) (1:5) (200 mL). The filtrate was concentrated in vacuo to give (R)—N-(4-(4-(pyrrolidin-3-yloxy)phenyl)pyrazolo[...